Dataset: the Open Reaction Database (ORD), a public repository of structured organic reaction records. Task: describe an organic reaction: reactants, conditions, products, and yield Starting materials: N1=CC=C(C=C1)C=1C=C2C(C(=O)OC(N2)=O)=CC1 (4-(4-pyridinyl)isatoic anhydride), C(C)Br (ethyl bromide). The product is C(C)N1C=2C(C(=O)OC1=O)=CC=C(C2)C2=CC=NC=C2 (N-ethyl-4-(4-pyridinyl)isatoic anhydride), ( d ). Reaction SMILES: [N:1]1[CH:6]=[CH:5][C:4]([C:7]2[CH:8]=[C:9]3[NH:15][C:14](=[O:16])[O:13][C:11](=[O:12])[C:10]3=[CH:17][CH:18]=2)=[CH:3][CH:2]=1.[CH2:19](Br)[CH3:20]>>[CH2:19]([N:15]1[C:14](=[O:16])[O:13][C:11](=[O:12])[C:10]2=[CH:17][CH:18]=[C:7]([C:4]3[CH:5]=[CH:6][N:1]=[CH:2][CH:3]=3)[CH:8]=[C:9]12)[CH3:20]. Reported procedure: It was found that the 2-nitro-4-(4-pyridinyl)benzoic acid prepared in the preceding examples could be converted to 1-ethyl-1,4-dihydro-4-oxo-7-pyridinyl-3-quinolinecarboxylic acid by (a) reducing it to 2-amino-4-(4-pyridinyl)benzoic acid, (b) reacting the 2-amino-4-(4-pyridinyl)benzoic acid with phosgene to form 4-(4-pyridinyl)isatoic anhydride, (c) alkylating the 4-(4-pyridinyl)isatoic anhydride with ethyl bromide to produce N-ethyl-4-(4-pyridinyl)isatoic anhydride, (d) reacting the N-ethyl-4-(... Reactants: C(O)([O-])=O.[Na+] (sodium hydrogen carbonate), FC(C(=O)O)(F)F (trifluoroacetic acid), C(Cl)Cl (methylene chloride), C(C1=CC=CC=C1)(=O)NC=1C=C(OC=2C=C3C=CN(C3=CC2)C(=O)OC(C)(C)C)C=CC1C(=O)OC(C)(C)C (tert-butyl 5-(3-(benzamido)-4-(tert-butoxycarbonyl)phenoxy)-1H-indole-1-carboxylate). Run in C(C)(=O)OCC (ethyl acetate). Run at time 30 minute. Yields the product C(C1=CC=CC=C1)(=O)NC1=C(C(=O)O)C=CC(=C1)OC=1C=C2C=CNC2=CC1 (2-(benzamido)-4-(1H-indol-5-yloxy)benzoic acid). RXN SMILES: FC(F)(F)C(O)=O.C(Cl)Cl.[C:11]([NH:19][C:20]1[CH:21]=[C:22]([CH:40]=[CH:41][C:42]=1[C:43]([O:45]C(C)(C)C)=[O:44])[O:23][C:24]1[CH:25]=[C:26]2[C:30](=[CH:31][CH:32]=1)[N:29](C(OC(C)(C)C)=O)[CH:28]=[CH:27]2)(=[O:18])[C:12]1[CH:17]=[CH:16][CH:15]=[CH:14][CH:13]=1.C(=O)([O-])O.[Na+]>C(OCC)(=O)C>[C:11]([NH:19][C:20]1[CH:21]=[C:22]([O:23][C:24]2[CH:25]=[C:26]3[C:30](=[CH:31][CH:32]=2)[NH:29][CH:28]=[CH:27]3)[CH:40]=[CH:41][C:42]=1[C:43]([OH:45])=[O:44])(=[O:18])[C:12]1[CH:13]=[CH:14][CH:15]=[CH:16][CH:17]=1 |f:3.4|. Procedure details: 1.0 mL of trifluoroacetic acid was added to 4.0 mL of methylene chloride solution containing the obtained tert-butyl 5-(3-(benzamido)-4-(tert-butoxycarbonyl)phenoxy)-1H-indole-1-carboxylate while ice-cooled and stirred at the same temperature for 2 hours and 30 minutes. After the reaction mixture was warmed to room temperature, ethyl acetate and a saturated sodium hydrogen carbonate aqueous solution were added. The aqueous layer was separated and washed with ethyl acetate after adjusted to pH 6.... Reactants: N1=CC=CC2=CC=CC(=C12)CS(=O)(=O)N ((quinolin-8-yl)methanesulfonamide), BrCC1=CC=C(C=C1)B1OC(C)(C)C(C)(C)O1 (4-bromomethylphenyl boronic acid pinacol ester), C(=O)([O-])[O-].[K+].[K+] (K2CO3), CC#N (MeCN). Product: N1=CC=CC2=CC=CC(=C12)NS(=O)(=O)C (N-(quinolin-8-yl)methanesulfonamide). Yield: 63.0%. As a reaction SMILES: N1C2C(=CC=CC=2[CH2:11][S:12]([NH2:15])(=[O:14])=[O:13])C=CC=1.Br[CH2:17][C:18]1[CH:23]=[CH:22][C:21](B2OC(C)(C)C(C)(C)O2)=[CH:20][CH:19]=1.C([O-])([O-])=O.[K+].[K+].[CH3:39][C:40]#[N:41]>>[N:41]1[C:19]2[C:18](=[CH:23][CH:22]=[CH:21][C:20]=2[NH:15][S:12]([CH3:11])(=[O:14])=[O:13])[CH:17]=[CH:39][CH:40]=1 |f:2.3.4|. Reported procedure: N-(quinolin-8-yl)methanesulfonamide was synthesized as previously described. 2N-(quinolin-8-yl)methanesulfonamide (0.08 g, 0.34 mmol), was reacted with 4-bromomethylphenyl boronic acid pinacol ester (0.11 g, 0.37 mmol), in the presence of K2CO3 (0.14 g, 1.0 mmol) in 3 mL MeCN in a microwave reactor at 90° C. for 30 min affording B15 in 63% yield (0.09 g, 0.21 mmol). 1H NMR (400 MHz, CDCl3) δ=8.97 (dd, J1=4 Hz, J2=1.6 Hz, 1H), 8.18 (dd, J1=8.4 Hz, J2=1.6 Hz, 1H), 7.74 (dd, J1=8.4 Hz, J2=1.2 Hz, 1... Reactants: CC(=O)O, O=NN1CCN(C(=O)c2cccs2)CC1, [Na+], [OH-], O. The product is NN1CCN(C(=O)c2cccs2)CC1. Reaction SMILES: [CH3:18][C:19](=[O:20])[OH:21].[N:1](=[O:2])[N:3]1[CH2:4][CH2:5][N:6]([C:9]([c:10]2[cH:11][cH:12][cH:13][s:14]2)=[O:15])[CH2:7][CH2:8]1.[Na+:17].[OH-:16].[OH2:22]>>[NH2:1][N:3]1[CH2:4][CH2:5][N:6]([C:9]([c:10]2[cH:11][cH:12][cH:13][s:14]2)=[O:15])[CH2:7][CH2:8]1.